Dataset: the Open Reaction Database (ORD), a public repository of structured organic reaction records. Task: describe an organic reaction: reactants, conditions, products, and yield Starting materials: C(CCC)OC(C=C)=O (butylacrylate), C=CC1=CC=CC=C1 (styrene), triallyl isocyanurate, [K] (potassium), S(=O)(=O)([O-])OOS(=O)(=O)[O-].[K+].[K+] (potassium persulfate). Run in O (water), O (water). Reaction conditions: temperature 60 celsius, time 10 minute. The product is C(CCC)OC(C=C)=O.C=CC1=CC=CC=C1 (butylacrylate styrene). RXN SMILES: [CH2:1]([O:5][C:6](=[O:9])[CH:7]=[CH2:8])[CH2:2][CH2:3][CH3:4].[CH2:10]=[CH:11][C:12]1[CH:17]=[CH:16][CH:15]=[CH:14][CH:13]=1.[K].S(OOS([O-])(=O)=O)([O-])(=O)=O.[K+].[K+]>O>[CH2:1]([O:5][C:6](=[O:9])[CH:7]=[CH2:8])[CH2:2][CH2:3][CH3:4].[CH2:10]=[CH:11][C:12]1[CH:17]=[CH:16][CH:15]=[CH:14][CH:13]=1 |f:3.4.5,7.8,^1:17|. Procedure details: In a 200-liter reactor equipped with a stirrer, a cooling apparatus, a condenser and a monomer supplying tube, 5 parts by weight of butylacrylate, 15 parts by weight of styrene, 0.2 parts by weight of triallyl isocyanurate, 140 parts by weight of ion-exchanged water and 1.0 parts by weight of potassium rosinate are added and mixed. The temperature is raised to 60° C. with stirring. After 10 minutes from the time of reaching 60° C., 0.25 parts by weight of potassium persulfate dissolved in deioni... Starting materials: FC1=CC(=C(C=O)C=C1)[N+](=O)[O-] (4-Fluoro-2-nitrobenzaldehyde), COCCN1CCNCC1 (1-(2-methoxyethyl)piperazine), CS(=O)C (DMSO). The solvent is O (water). Run at temperature 100 celsius, time 1 hour. Product: COCCN1CCN(CC1)C1=CC(=C(C=O)C=C1)[N+](=O)[O-] (4-[4-(2-methoxyethyl) piperazin-1-yl]-2-nitrobenzaldehyde). Yield: 65.3%. Reaction SMILES: F[C:2]1[CH:9]=[CH:8][C:5]([CH:6]=[O:7])=[C:4]([N+:10]([O-:12])=[O:11])[CH:3]=1.[CH3:13][O:14][CH2:15][CH2:16][N:17]1[CH2:22][CH2:21][NH:20][CH2:19][CH2:18]1.CS(C)=O>O>[CH3:13][O:14][CH2:15][CH2:16][N:17]1[CH2:22][CH2:21][N:20]([C:2]2[CH:9]=[CH:8][C:5]([CH:6]=[O:7])=[C:4]([N+:10]([O-:12])=[O:11])[CH:3]=2)[CH2:19][CH2:18]1. Reported procedure: 4-Fluoro-2-nitrobenzaldehyde (0.20 g, 1.2 mmol), 1-(2-methoxyethyl)piperazine (0.94 mL, 6.5 mmol) and DMSO (3.5 mL) were added and stirred at 100° C. for 1.0 hour. The reaction mixture was added with water and was washed with hexane/ethyl acetate (4/1) to remove impurities. After removing impurities, the reaction mixture was extracted with ethyl acetate, and the organic layer was washed with water and saturated brine and dried over anhydrous magnesium sulfate. Then, the solvent was evaporated un... Reactants: BrN1C(CCC1=O)=O (N-bromosuccinimide), FC=1C=CC2=C(C(N(CC=3N2C=NC3)C)=O)C1 (8-fluoro-4,5-dihydro-5-methyl-6H-imidazo[1,5-a][1,4]benzodiazepin-6-one), O (water). The solvent is CN(C=O)C (dimethylformamide). Reaction conditions: time 2 hour. The product is BrC=1N=CN2C1CN(C(C1=C2C=CC(=C1)F)=O)C (3-bromo-8-fluoro-4,5-dihydro-5-methyl-6H-imidazo[1,5-a][1,4]benzodiazepin-6-one). Reaction SMILES: [Br:1]N1C(=O)CCC1=O.[F:9][C:10]1[CH:11]=[CH:12][C:13]2[N:19]3[CH:20]=[N:21][CH:22]=[C:18]3[CH2:17][N:16]([CH3:23])[C:15](=[O:24])[C:14]=2[CH:25]=1.O>CN(C)C=O>[Br:1][C:22]1[N:21]=[CH:20][N:19]2[C:13]3[CH:12]=[CH:11][C:10]([F:9])=[CH:25][C:14]=3[C:15](=[O:24])[N:16]([CH3:23])[CH2:17][C:18]=12. Procedure details: 3.58 g of N-bromosuccinimide are added to 4.62 g (20 mmol) of 8-fluoro-4,5-dihydro-5-methyl-6H-imidazo[1,5-a][1,4]benzodiazepin-6-one in 100 ml of dimethylformamide and the mixture is stirred at room temperature for 2 hours. Subsequently, the mixture is poured into 500 ml of water and extracted several times with chloroform. The combined chloroform extracts are washed with water, dried over magnesium sulphate and evaporated. After recrystallization of the residue from ethyl acetate, there is obt...